From a dataset of the Open Reaction Database (ORD), a public repository of structured organic reaction records. describe an organic reaction: reactants, conditions, products, and yield Starting materials: resultant mixture, O.C([O-])(O)=O.[Na+] (sodium bicarbonate water), ClC1=CC=C(CN2C(N=C(N=C2)N2CCNCC2)=O)C=C1 (1-(4-chlorobenzyl)-4-(piperazin-1-yl)-1,3,5-triazin-2(1H)-one), CC(CC=O)(C)C (3,3-dimethylbutanal), C(C)(=O)O[BH-](OC(C)=O)OC(C)=O.[Na+] (sodium triacetoxyborohydride). The solvent is ClCCl (dichloromethane), C(C)(=O)OCC (ethyl acetate). Product: ClC1=CC=C(CN2C(N=C(N=C2)N2CCN(CC2)CCC(C)(C)C)=O)C=C1 (1-(4-Chlorobenzyl)-4-[4-(3,3-dimethylbutyl)piperazin-1-yl]-1,3,5-triazin-2(1H)-one). Yield: 28.2%. As a reaction SMILES: [Cl:1][C:2]1[CH:21]=[CH:20][C:5]([CH2:6][N:7]2[CH:12]=[N:11][C:10]([N:13]3[CH2:18][CH2:17][NH:16][CH2:15][CH2:14]3)=[N:9][C:8]2=[O:19])=[CH:4][CH:3]=1.[CH3:22][C:23]([CH3:28])([CH3:27])[CH2:24][CH:25]=O.C(O[BH-](OC(=O)C)OC(=O)C)(=O)C.[Na+].O.C(=O)(O)[O-].[Na+]>C(OCC)(=O)C.ClCCl>[Cl:1][C:2]1[CH:21]=[CH:20][C:5]([CH2:6][N:7]2[CH:12]=[N:11][C:10]([N:13]3[CH2:18][CH2:17][N:16]([CH2:25][CH2:24][C:23]([CH3:28])([CH3:27])[CH3:22])[CH2:15][CH2:14]3)=[N:9][C:8]2=[O:19])=[CH:4][CH:3]=1 |f:2.3,4.5.6|. Procedure: To a dichloromethane solution (1 mL) of 1-(4-chlorobenzyl)-4-(piperazin-1-yl)-1,3,5-triazin-2(1H)-one (31 mg, 0.10 mmol) synthesized in Reference Synthesis Example 9 and 3,3-dimethylbutanal (13 μL, 0.10 mmol), sodium triacetoxyborohydride (42 mg, 0.20 mmol) was added and the resultant mixture was stirred at room temperature for 4 hours. After the completion of the reaction, saturated sodium bicarbonate water was added to the reaction solution and extraction with ethyl acetate from the resultant ... The reactants are CO, Cc1ccc(C=O)s1, Cl, C[N+](=O)[O-], [Na+], [OH-], O. Product: Cc1ccc(C=C[N+](=O)[O-])s1. RXN SMILES: [CH3:16][OH:17].[CH3:1][c:2]1[cH:3][cH:4][c:5]([CH:7]=[O:8])[s:6]1.[ClH:15].[N+:9](=[O:10])([O-:11])[CH3:12].[Na+:14].[OH-:13].[OH2:18]>>[CH3:1][c:2]1[cH:3][cH:4][c:5]([CH:7]=[CH:12][N+:9](=[O:10])[O-:11])[s:6]1.